From a dataset of the Open Reaction Database (ORD), a public repository of structured organic reaction records. describe an organic reaction: reactants, conditions, products, and yield Starting materials: S(=O)(=O)(OC(C(F)(F)I)(F)F)F (2-iodo-1,1,2,2-tetrafluoroethyl fluorosulfate), [F-].[K+] (potassium fluoride), C(C)O (ethanol). Product: IC(C(=O)OCC)(F)F (Ethyl iododifluoroacetate). Isolated yield 74.0%. RXN SMILES: S(F)([O:4][C:5](F)(F)[C:6]([I:9])([F:8])[F:7])(=O)=O.[F-].[K+].[CH2:15]([OH:17])[CH3:16]>>[I:9][C:6]([F:8])([F:7])[C:5]([O:17][CH2:15][CH3:16])=[O:4] |f:1.2|. Procedure: Ethyl iododifluoroacetate (73.4 g, 74% yield) could also be prepared from 2-iodo-1,1,2,2-tetrafluoroethyl fluorosulfate (130.4 g, 0.4 mol), potassium fluoride (23.2 g, 0.4 mol) and ethanol (150 mL) according to the procedure described in Experiment (3a). Starting materials: N#CC1(NC(=O)C2CC(S(=O)(=O)c3ccc(F)cc3Cl)CC2C(=O)N2CCC(F)(F)C2)CC1, OCC(F)(F)F. Product: N#CC1(NC(=O)C2CC(S(=O)(=O)c3ccc(OCC(F)(F)F)cc3Cl)CC2C(=O)N2CCC(F)(F)C2)CC1. RXN SMILES: [C:1](#[N:2])[C:3]1([NH:6][C:7](=[O:8])[CH:9]2[CH:10]([C:25](=[O:26])[N:27]3[CH2:28][C:29]([F:32])([F:33])[CH2:30][CH2:31]3)[CH2:11][CH:12]([S:14](=[O:15])(=[O:16])[c:17]3[c:18]([Cl:24])[cH:19][c:20]([F:23])[cH:21][cH:22]3)[CH2:13]2)[CH2:4][CH2:5]1.[OH:34][CH2:35][C:36]([F:37])([F:38])[F:39]>>[C:1](#[N:2])[C:3]1([NH:6][C:7](=[O:8])[CH:9]2[CH:10]([C:25](=[O:26])[N:27]3[CH2:28][C:29]([F:32])([F:33])[CH2:30][CH2:31]3)[CH2:11][CH:12]([S:14](=[O:15])(=[O:16])[c:17]3[c:18]([Cl:24])[cH:19][c:20]([O:34][CH2:35][C:36]([F:37])([F:38])[F:39])[cH:21][cH:22]3)[CH2:13]2)[CH2:4][CH2:5]1. Conditions: time 1 hour. Product: Cl.CN1CC2=C(CC1)N=C(S2)C(=O)O (5-Methyl-4,5,6,7-tetrahydrothiazolo[5,4-c]pyridine-2-carboxylic acid hydrochloride). RXN SMILES: [CH3:1][N:2]1[CH2:7][CH2:6][C:5]2[N:8]=[C:9]([C:11]([O-:13])=[O:12])[S:10][C:4]=2[CH2:3]1.[Li+].[ClH:15]>C(O)C>[ClH:15].[CH3:1][N:2]1[CH2:7][CH2:6][C:5]2[N:8]=[C:9]([C:11]([OH:13])=[O:12])[S:10][C:4]=2[CH2:3]1 |f:0.1,4.5|. The reactants are CN1CC2=C(CC1)N=C(S2)C(=O)[O-].[Li+] (lithium 5-methyl-4,5,6,7-tetrahydrothiazolo[5,4-c]pyridine-2-carboxylate), Cl (HCl). The solvent is C(C)O (ethanol). Procedure: To lithium 5-methyl-4,5,6,7-tetrahydrothiazolo[5,4-c]pyridine-2-carboxylate (3.00 g) was added 1N HCl in ethanol (36 mL), and the mixture was stirred at room temperature for 1 hour. The precipitated crystals were collected by filtration, and were washed with ethanol (9 mL). The wet crystal was dried at room temperature under reduced pressure, to thereby give 2.76 g of the title compound. Reactants: COC=1C=C2CC(C(C2=CC1OC)=O)CC1=CC=NC=C1 (4-[(5,6-Dimethoxy-1-indanon-2-yl)methyl]pyridine), aqueous solution, C([O-])(O)=O.[Na+] (sodium bicarbonate), ClC1=CC(=CC=C1)C(=O)OO (m-Chloroperbenzoic acid). Run in C(Cl)Cl (methylene chloride). Conditions: time 4 hour. Product: COC=1C=C2CC(C(C2=CC1OC)=O)CC1=CC=[N+](C=C1)[O-] (4-[(5,6-dimethoxy-1-indanon-2-yl)methyl]pyridine N-oxide). RXN SMILES: [CH3:1][O:2][C:3]1[CH:4]=[C:5]2[C:9](=[CH:10][C:11]=1[O:12][CH3:13])[C:8](=[O:14])[CH:7]([CH2:15][C:16]1[CH:21]=[CH:20][N:19]=[CH:18][CH:17]=1)[CH2:6]2.ClC1C=CC=C(C(OO)=[O:30])C=1.C(=O)(O)[O-].[Na+]>C(Cl)Cl>[CH3:1][O:2][C:3]1[CH:4]=[C:5]2[C:9](=[CH:10][C:11]=1[O:12][CH3:13])[C:8](=[O:14])[CH:7]([CH2:15][C:16]1[CH:21]=[CH:20][N+:19]([O-:30])=[CH:18][CH:17]=1)[CH2:6]2 |f:2.3|. Procedure details: 4-[(5,6-Dimethoxy-1-indanon-2-yl)methyl]pyridine (1.2 g) was dissolved in methylene chloride (18 ml) and chilled. m-Chloroperbenzoic acid (0.9 g) was added to reaction mixture and then stirred for 4 hours. Reaction mass was stirred with 10% aqueous solution of sodium bicarbonate. The organic layer was separated and washed with 50 ml water. Organic layer was distilled off, title compound is obtained (1.2 g). Reactants: resultant solution, Cl (hydrochloric acid), C(#N)C1=CC=C(C=C1)C1=CC=C(C=C1)OC(C(=O)[O-])CCCC (4-cyanobiphenyl-4'-oxy-hexanoate), [OH-].[K+] (potassium hydroxide), ice water. Run in C(C)O (ethanol). The product is C(#N)C1=CC=C(C=C1)C1=CC=C(C=C1)OC(C(=O)O)CCCC (4-cyanobiphenyl-4'-oxy-hexanoic acid). Isolated yield 70.0%. Reaction SMILES: [C:1]([C:3]1[CH:8]=[CH:7][C:6]([C:9]2[CH:14]=[CH:13][C:12]([O:15][CH:16]([CH2:20][CH2:21][CH2:22][CH3:23])[C:17]([O-:19])=[O:18])=[CH:11][CH:10]=2)=[CH:5][CH:4]=1)#[N:2].[OH-].[K+].Cl>C(O)C>[C:1]([C:3]1[CH:4]=[CH:5][C:6]([C:9]2[CH:14]=[CH:13][C:12]([O:15][CH:16]([CH2:20][CH2:21][CH2:22][CH3:23])[C:17]([OH:19])=[O:18])=[CH:11][CH:10]=2)=[CH:7][CH:8]=1)#[N:2] |f:1.2|. Procedure details: 6.11 g (19 mmole) of 4-cyanobiphenyl-4'-oxy-hexanoate, 11 g potassium hydroxide and 100 ml absolute ethanol were stirred at room temperature for 3 hours, after which time the mixture was poured into 300 ml ice water. The resultant solution was neutralized with hydrochloric acid. The solids were filtered out, washed with water, and dried in a vacuum desiccator for 48 hours. After recrystallization from absolute ethanol, the resultant product (70% yield) had a melting point of 165° C. Starting materials: NCCCCC(N)C(=O)O, O=CC(O)C(O)C(O)C(O)CO. Product: NCCCCC(NCC(O)C(O)C(O)C(O)CO)C(=O)O. Reaction SMILES: [NH2:13][CH:14]([CH2:15][CH2:16][CH2:17][CH2:18][NH2:19])[C:20](=[O:21])[OH:22].[O:1]=[CH:2][CH:3]([OH:4])[CH:5]([OH:6])[CH:7]([OH:8])[CH:9]([OH:10])[CH2:11][OH:12]>>[CH2:2]([CH:3]([OH:4])[CH:5]([OH:6])[CH:7]([OH:8])[CH:9]([OH:10])[CH2:11][OH:12])[NH:13][CH:14]([CH2:15][CH2:16][CH2:17][CH2:18][NH2:19])[C:20](=[O:21])[OH:22]. The reactants are C(C)OC(C(CC1=CC(=C(C=C1)O)F)OCC)=O ([rac]-2-ethoxy-3-(3-fluoro-4-hydroxy-phenyl)-propionic acid ethyl ester), N(=NC(=O)OCC)C(=O)OCC (DEAD), C(C)OC(C(=O)O)CC1=CC(=C(C=C1)OCC=1N=C(SC1)C1=CC=C(C=C1)C(C)C)C ([rac]-2-ethoxy-3-{4-[2-(4-isopropyl-phenyl)-thiazol-4-ylmethoxy]-3-methyl-phenyl}-propionic acid), C1(=CC=CC=C1)P(C1=CC=CC=C1)C1=CC=CC=C1 (triphenylphosphine). The solvent is O1CCCC1 (tetrahydrofuran), C(C)O (ethanol). The product is C(C)OC(C(CC1=CC(=C(C=C1)OCCC=1N=C(SC1)C1=CC=C(C=C1)C(C)C)F)OCC)=O ([rac]-2-ethoxy-3-(3-fluoro-4-{2-[2-(4-isopropyl-phenyl)-thiazol-4-yl]-ethoxy}-phenyl)-propionic acid ethyl ester). Reaction SMILES: [CH2:1]([O:3][C:4](=[O:18])[CH:5]([O:15][CH2:16][CH3:17])[CH2:6][C:7]1[CH:12]=[CH:11][C:10]([OH:13])=[C:9]([F:14])[CH:8]=1)[CH3:2].C(OC(CC1C=CC(O[CH2:34][C:35]2[N:36]=[C:37]([C:40]3[CH:45]=[CH:44][C:43]([CH:46]([CH3:48])[CH3:47])=[CH:42][CH:41]=3)[S:38][CH:39]=2)=C(C)C=1)C(O)=O)C.[C:50]1(P(C2C=CC=CC=2)C2C=CC=CC=2)C=CC=CC=1.N(C(OCC)=O)=NC(OCC)=O>O1CCCC1.C(O)C>[CH2:1]([O:3][C:4](=[O:18])[CH:5]([O:15][CH2:16][CH3:17])[CH2:6][C:7]1[CH:12]=[CH:11][C:10]([O:13][CH2:50][CH2:34][C:35]2[N:36]=[C:37]([C:40]3[CH:41]=[CH:42][C:43]([CH:46]([CH3:47])[CH3:48])=[CH:44][CH:45]=3)[S:38][CH:39]=2)=[C:9]([F:14])[CH:8]=1)[CH3:2]. Procedure details: In analogy to the procedure described in example 1 d], [rac]-2-ethoxy-3-(3-fluoro-4-hydroxy-phenyl)-propionic acid ethyl ester (example 7 a]) was reacted with 2-2-(4-isopropyl-phenyl)-thiazol-4-yl]-ethanol (prepared from 4-chloromethyl-2-(4-isopropyl-phenyl)-thiazole (example 5) according to the sequence described in examples 13 a]to d]) in tetrahydrofuran in the presence of triphenylphosphine and DEAD (diethyl azodicarboxylate) to yield [rac]-2-ethoxy-3-(3-fluoro-4-{2-[2-(4-isopropyl-phenyl)-th...